Task: describe an organic reaction: reactants, conditions, products, and yield. Dataset: the Open Reaction Database (ORD), a public repository of structured organic reaction records Yield: 100.0%. The reactants are ClC1=C(C(=O)O)C=CC(=C1Cl)C (2,3-Dichloro-4-methylbenzoic acid), S(=O)(Cl)Cl (thionyl chloride). Procedure: 2,3-Dichloro-4-methylbenzoic acid (I70) (5.90 g, 26.2 mmol) and thionyl chloride (30 mL, 411 mmol) were heated at 85° C. for 4 hr in toluene (100 mL). The solvents were removed in vacuo and the residue was azeotroped with toluene (3×100 mL). The residue was used in subsequent steps without further purification assuming 100% yield. Compound not characterised at this step. Run in C1(=CC=CC=C1)C (toluene). RXN SMILES: [Cl:1][C:2]1[C:10]([Cl:11])=[C:9]([CH3:12])[CH:8]=[CH:7][C:3]=1[C:4](O)=[O:5].S(Cl)([Cl:15])=O>C1(C)C=CC=CC=1>[Cl:1][C:2]1[C:10]([Cl:11])=[C:9]([CH3:12])[CH:8]=[CH:7][C:3]=1[C:4]([Cl:15])=[O:5]. Yields the product ClC1=C(C(=O)Cl)C=CC(=C1Cl)C (2,3-Dichloro-4-methylbenzoyl chloride).